From a dataset of the Open Reaction Database (ORD), a public repository of structured organic reaction records. describe an organic reaction: reactants, conditions, products, and yield The reactants are CC(C)(Br)C(=O)Br, Cl[Al](Cl)Cl, ClCCl, c1ccc(Oc2ccccc2)cc1. Product: CC(C)(Br)C(=O)c1ccc(Oc2ccccc2)cc1. Reaction SMILES: [Br:18][C:19]([C:20](=[O:21])[Br:22])([CH3:23])[CH3:24].[Cl:1][Al:2]([Cl:3])[Cl:4].[Cl:25][CH2:26][Cl:27].[c:5]1([O:11][c:12]2[cH:13][cH:14][cH:15][cH:16][cH:17]2)[cH:6][cH:7][cH:8][cH:9][cH:10]1>>[c:5]1([O:11][c:12]2[cH:13][cH:14][c:15]([C:20]([C:19]([Br:18])([CH3:23])[CH3:24])=[O:21])[cH:16][cH:17]2)[cH:6][cH:7][cH:8][cH:9][cH:10]1. Starting materials: C(C)OC(C(C(CCC=1N=C(SC1)C1=CC=C(C=C1)Br)C#N)=O)=O (2-oxo-3-cyano-5-[2-(4-bromophenyl)thiazol-4-yl]-pentanoic acid ethyl ester), C(C)O.O (ethanol water). The solvent is CS(=O)(=O)O (methanesulfonic acid). Conditions: time 8 hour. Product: OC=1C(NC(C1CCC=1N=C(SC1)C1=CC=C(C=C1)Br)=O)=O (3-Hydroxy-4-[[2-(4-bromophenyl)-4-thiazolyl]ethyl]-3-pyrroline-2,5-dione). Reaction SMILES: C([O:3][C:4](=O)[C:5](=[O:23])[CH:6]([C:21]#[N:22])[CH2:7][CH2:8][C:9]1[N:10]=[C:11]([C:14]2[CH:19]=[CH:18][C:17]([Br:20])=[CH:16][CH:15]=2)[S:12][CH:13]=1)C.C([OH:27])C.O>CS(O)(=O)=O>[OH:23][C:5]1[C:4](=[O:3])[NH:22][C:21](=[O:27])[C:6]=1[CH2:7][CH2:8][C:9]1[N:10]=[C:11]([C:14]2[CH:19]=[CH:18][C:17]([Br:20])=[CH:16][CH:15]=2)[S:12][CH:13]=1 |f:1.2|. Procedure: To 3-[2-(4-bromobiphenyl)thiazol-4-yl]butanenitrile (3.07 g., 0.01 mole) in dimethylformamide (30 ml.) is added diethyloxalate (1.74 g., 0.012 mole) and potassium t-butoxide (2.48 g., 0.022 mole). The mixture is stirred overnight. Following evaporation under vacuum to one-half volume, chloroform (300 ml.) is added, plus water (200 ml.), and the mixture acidified with conc. HCl to pH 2-3. The chloroform is separated and washed well with water. The combined aqueous fractions are extracted a second... Starting materials: CC1(OB(OC1(C)C)C1=CC=C(C=C1)C(C#N)CC)C (2-(4-(4,4,5,5-tetramethyl-1,3,2-dioxaborolan-2-yl)phenyl)butanenitrile), B.C1CCOC1 (BH3.THF). Yields the product CC1(OB(OC1(C)C)C1=CC=C(C=C1)C(CN)CC)C (2-(4-(4,4,5,5-tetramethyl-1,3,2-dioxaborolan-2-yl)phenyl)butan-1-amine). Isolated yield 93.0%. RXN SMILES: [CH3:1][C:2]1([CH3:20])[C:6]([CH3:8])([CH3:7])[O:5][B:4]([C:9]2[CH:14]=[CH:13][C:12]([CH:15]([CH2:18][CH3:19])[C:16]#[N:17])=[CH:11][CH:10]=2)[O:3]1.B.C1COCC1>>[CH3:7][C:6]1([CH3:8])[C:2]([CH3:1])([CH3:20])[O:3][B:4]([C:9]2[CH:14]=[CH:13][C:12]([CH:15]([CH2:18][CH3:19])[CH2:16][NH2:17])=[CH:11][CH:10]=2)[O:5]1 |f:1.2|. Reported procedure: Following the procedure outlined for Example 666, 2-(4-(4,4,5,5-tetramethyl-1,3,2-dioxaborolan-2-yl)phenyl)butanenitrile (3.4 g, 12.5 mmol) was reacted with BH3.THF (1.0 M in THF, 64 mL, 64 mmol) to afford the desired product (3.2 g, 93%) as light yellow oil: ESI MS m/z 276 [C16H26BNO2+H]+.